From a dataset of the Open Reaction Database (ORD), a public repository of structured organic reaction records. describe an organic reaction: reactants, conditions, products, and yield Yields the product N#Cc1ccc(-c2ccncc2)cc1. Starting materials: Brc1ccncc1, N#Cc1ccc(B(O)O)cc1, CCO, Cl, [Na+], [Na+], O=C([O-])[O-], O. As a reaction SMILES: [Br:13][c:14]1[cH:15][cH:16][n:17][cH:18][cH:19]1.[C:1](#[N:2])[c:3]1[cH:4][cH:5][c:6]([B:9]([OH:10])[OH:11])[cH:7][cH:8]1.[CH3:26][CH2:27][OH:28].[ClH:12].[Na+:20].[Na+:21].[O-:22][C:23](=[O:24])[O-:25].[OH2:29]>>[C:1](#[N:2])[c:3]1[cH:4][cH:5][c:6](-[c:14]2[cH:15][cH:16][n:17][cH:18][cH:19]2)[cH:7][cH:8]1. Starting materials: NC1=C(SC=C1)C(=O)OC (methyl 3-aminothiophene-2-carboxylate), C(C)(C)(C)C1=CC=C(C=C1)S(=O)(=O)Cl (4-tert-butylbenzene sulfonyl chloride), N1=CC=CC=C1 (pyridine). The solvent is Cl (hydrochloric acid). Run at temperature 65 celsius. Yields the product C(C)(C)(C)C1=CC=C(C=C1)S(=O)(=O)NC1=C(SC=C1)C(=O)OC (Methyl 3-(4-tert-butylphenylsulfonamido)thiophene-2-carboxylate). Isolated yield 92.5%. As a reaction SMILES: [NH2:1][C:2]1[CH:6]=[CH:5][S:4][C:3]=1[C:7]([O:9][CH3:10])=[O:8].[C:11]([C:15]1[CH:20]=[CH:19][C:18]([S:21](Cl)(=[O:23])=[O:22])=[CH:17][CH:16]=1)([CH3:14])([CH3:13])[CH3:12].N1C=CC=CC=1>Cl>[C:11]([C:15]1[CH:20]=[CH:19][C:18]([S:21]([NH:1][C:2]2[CH:6]=[CH:5][S:4][C:3]=2[C:7]([O:9][CH3:10])=[O:8])(=[O:23])=[O:22])=[CH:17][CH:16]=1)([CH3:14])([CH3:12])[CH3:13]. Procedure: In an appropriate vessel, methyl 3-aminothiophene-2-carboxylate (2.5 g; 15.9 mmol) was combined with 4-tert-butylbenzene sulfonyl chloride (3.70 g; 15.9 mmol) and dissolved by addition of pyridine (5.00 mL; 63.2 mmol). The reaction mixture was heated at 65° C. for 2 hours cooled to room temperature, diluted with aqueous hydrochloric acid (100 mL; 2M) and extracted with dichloromethane (3×30 mL). The combined organic extracts were washed with aqueous hydrochloric acid (100 mL), dried over magnesi...